From a dataset of the Open Reaction Database (ORD), a public repository of structured organic reaction records. describe an organic reaction: reactants, conditions, products, and yield Reactants: FC=1C=C(C=CC1)B(O)O (3-fluorophenylboronic acid), I (hydroiodic acid), ClC1=NC=NC(=C1)Cl (4,6-dichloropyrimidine), chloro. RXN SMILES: [F:1][C:2]1[CH:3]=[C:4](B(O)O)[CH:5]=[CH:6][CH:7]=1.Cl[C:12]1[CH:17]=[C:16](Cl)[N:15]=[CH:14][N:13]=1.[IH:19]>>[I:19][C:12]1[CH:17]=[C:16]([C:4]2[CH:5]=[CH:6][CH:7]=[C:2]([F:1])[CH:3]=2)[N:15]=[CH:14][N:13]=1. Yields the product IC1=NC=NC(=C1)C1=CC(=CC=C1)F (4-Iodo-6-(3-fluorophenyl)pyrimidine). Reported procedure: The compound was prepared according to Example 1 using 3-fluorophenylboronic acid and 4,6-dichloropyrimidine. The resultant chloro compound was converted to iodo with hydroiodic acid as described in the general procedure. Reactants: O=C([O-])[O-], CC(C)(C)OC(=O)C(C)(C)CCl, [K+], [K+], CN(C)C=O, O, Oc1ccc(S)cc1. Yields the product CC(C)(C)OC(=O)C(C)(C)CSc1ccc(O)cc1. As a reaction SMILES: [C:9](=[O:10])([O-:11])[O-:12].[Cl:15][CH2:16][C:17]([C:18](=[O:19])[O:20][C:21]([CH3:22])([CH3:23])[CH3:24])([CH3:25])[CH3:26].[K+:13].[K+:14].[O:28]=[CH:29][N:30]([CH3:31])[CH3:32].[OH2:27].[OH:1][c:2]1[cH:3][cH:4][c:5]([SH:8])[cH:6][cH:7]1>>[OH:1][c:2]1[cH:3][cH:4][c:5]([S:8][CH2:16][C:17]([C:18](=[O:19])[O:20][C:21]([CH3:22])([CH3:23])[CH3:24])([CH3:25])[CH3:26])[cH:6][cH:7]1. RXN SMILES: C[O:2][C:3](=[O:27])[CH2:4][CH2:5][NH:6][C:7]([C:9]1[S:10][C:11]([CH:14]([O:17][C:18]2[CH:23]=[C:22]([CH3:24])[C:21](I)=[C:20]([CH3:26])[CH:19]=2)[CH2:15][CH3:16])=[CH:12][CH:13]=1)=[O:8].[C:28]([C:32]1[CH:37]=[CH:36][C:35](B(O)O)=[CH:34][CH:33]=1)([CH3:31])([CH3:30])[CH3:29]>>[C:28]([C:32]1[CH:37]=[CH:36][C:35]([C:21]2[C:22]([CH3:24])=[CH:23][C:18]([O:17][CH:14]([C:11]3[S:10][C:9]([C:7]([NH:6][CH2:5][CH2:4][C:3]([OH:2])=[O:27])=[O:8])=[CH:13][CH:12]=3)[CH2:15][CH3:16])=[CH:19][C:20]=2[CH3:26])=[CH:34][CH:33]=1)([CH3:31])([CH3:30])[CH3:29]. Product: C(C)(C)(C)C1=CC=C(C=C1)C1=C(C=C(C=C1C)OC(CC)C1=CC=C(S1)C(=O)NCCC(=O)O)C (3-({5-[1-(4′-tert-Butyl-2,6-dimethyl-biphenyl-4-yloxy)-propyl]-thiophene-2-carbonyl}-amino)-propionic acid). Reactants: COC(CCNC(=O)C=1SC(=CC1)C(CC)OC1=CC(=C(C(=C1)C)I)C)=O (3-({5-[1-(4-iodo-3,5-dimethyl-phenoxy)-propyl]-thiophene-2-carbonyl}-amino)-propionic acid methyl ester), C(C)(C)(C)C1=CC=C(C=C1)B(O)O ((4-tert-butyl)phenylboronic acid). Procedure details: This compound is made by the general method as exemplified in Example 44 using 3-({5-[1-(4-iodo-3,5-dimethyl-phenoxy)-propyl]-thiophene-2-carbonyl}-amino)-propionic acid methyl ester (isomer 1) and (4-tert-butyl)phenylboronic acid as the starting materials. MS (ES): 494.4 [M+H]+. Starting materials: [Br-], [Br-], C=O, COC(=O)c1ccc2c(c1)OCC2, CCCCN(CCCC)CCCC, Cl, [Na+], [OH-], [Pd+2], c1ccc(P(c2ccccc2)c2ccccc2)cc1, c1ccc(P(c2ccccc2)c2ccccc2)cc1. The product is O=C(O)c1ccc2c(c1)OCC2. RXN SMILES: [Br-:30].[Br-:31].[C:14]=[O:15].[CH3:16][O:17][C:18](=[O:19])[c:20]1[cH:21][c:22]2[c:23]([cH:27][cH:28]1)[CH2:24][CH2:25][O:26]2.[CH3:1][CH2:2][CH2:3][CH2:4][N:5]([CH2:6][CH2:7][CH2:8][CH3:9])[CH2:10][CH2:11][CH2:12][CH3:13].[ClH:29].[Na+:72].[OH-:71].[Pd+2:70].[c:32]1([P:33]([c:34]2[cH:35][cH:36][cH:37][cH:38][cH:39]2)[c:40]2[cH:41][cH:42][cH:43][cH:44][cH:45]2)[cH:46][cH:47][cH:48][cH:49][cH:50]1.[c:51]1([P:52]([c:53]2[cH:54][cH:55][cH:56][cH:57][cH:58]2)[c:59]2[cH:60][cH:61][cH:62][cH:63][cH:64]2)[cH:65][cH:66][cH:67][cH:68][cH:69]1>>[O:17]=[C:18]([OH:19])[c:20]1[cH:21][c:22]2[c:23]([cH:27][cH:28]1)[CH2:24][CH2:25][O:26]2. Reactants: ClC1=CC=C(C=C1)C(O)C1NCCCC1 (alpha-(4-chlorophenyl)-2-piperidinemethanol), CN1CCC(CC1)=O (1-methyl-4-piperidone). The product is CN1CCC2(CC1)OC(C1N2CCCC1)C1=CC=C(C=C1)Cl (hexahydro-1'-methyl-1-(4-chlorophenyl)spiro[3H-oxazolo[3,4-a]pyridine-3,4'-piperidine]). As a reaction SMILES: [Cl:1][C:2]1[CH:7]=[CH:6][C:5]([CH:8]([CH:10]2[CH2:15][CH2:14][CH2:13][CH2:12][NH:11]2)[OH:9])=[CH:4][CH:3]=1.[CH3:16][N:17]1[CH2:22][CH2:21][C:20](=O)[CH2:19][CH2:18]1>>[CH3:16][N:17]1[CH2:22][CH2:21][C:20]2([N:11]3[CH2:12][CH2:13][CH2:14][CH2:15][CH:10]3[CH:8]([C:5]3[CH:6]=[CH:7][C:2]([Cl:1])=[CH:3][CH:4]=3)[O:9]2)[CH2:19][CH2:18]1. Reported procedure: Utilizing the procedure described in Example 1 above, alpha-(4-chlorophenyl)-2-piperidinemethanol (10 g) is reacted with 1-methyl-4-piperidone (7 g) to yield hexahydro-1'-methyl-1-(4-chlorophenyl)spiro[3H-oxazolo[3,4-a]pyridine-3,4'-piperidine]; mp 122°-124° C., after chromatography over silica gel with ethyl acetate.